Dataset: the Open Reaction Database (ORD), a public repository of structured organic reaction records. Task: describe an organic reaction: reactants, conditions, products, and yield Reactants: ClC=1C=C(C=CC1Cl)N=C=O (3,4 -dichlorophenylisocyanate), Cl.N=C1N(CCC1)C (2-imino-1-methylpyrrolidine HCl). Solvent: C1=CC=CC=C1 (benzene). Product: ClC=1C=C(C=CC1Cl)NC(=O)N=C1N(CCC1)C (1(3,4-dichlorophenyl)-3-(1-methyl-2-pyrrolidylidene)urea). As a reaction SMILES: Cl.[NH:2]=[C:3]1[CH2:7][CH2:6][CH2:5][N:4]1[CH3:8].[Cl:9][C:10]1[CH:11]=[C:12]([N:17]=[C:18]=[O:19])[CH:13]=[CH:14][C:15]=1[Cl:16]>C1C=CC=CC=1>[Cl:9][C:10]1[CH:11]=[C:12]([NH:17][C:18]([N:2]=[C:3]2[CH2:7][CH2:6][CH2:5][N:4]2[CH3:8])=[O:19])[CH:13]=[CH:14][C:15]=1[Cl:16] |f:0.1|. Reported procedure: A 6.73 g. (0.05 mole) sample of 2-imino-1-methylpyrrolidine HCl is converted to free base in the usual way. To the K 2 CO 3 -dried, benzene extracts are added a pre-filtered solution of 3,4 -dichlorophenylisocyanate (9.4 g.; 0.05 mole). Almost immediately there is a separation of product. After stirring for a short time, the product is collected and recrystallized from acetone-methanol-water and finally from acetone-water to give the pure product, 1(3,4-dichlorophenyl)-3-(1-methyl-2-pyrrolidylid... Starting materials: COc1ccc(CSC(C)(C)C(NC(=O)OC(C)(C)C)C(=O)O)cc1, ClCCl, O=C(O)C(F)(F)F. The product is COc1ccc(CSC(C)(C)C(N)C(=O)O)cc1. As a reaction SMILES: [C:1]([O:2][C:3](=[O:4])[NH:8][CH:9]([C:10]([CH3:11])([CH3:12])[S:13][CH2:14][c:15]1[cH:16][cH:17][c:18]([O:21][CH3:22])[cH:19][cH:20]1)[C:23](=[O:24])[OH:25])([CH3:5])([CH3:6])[CH3:7].[CH2:33]([Cl:34])[Cl:35].[OH:26][C:27]([C:28]([F:29])([F:30])[F:31])=[O:32]>>[NH2:8][CH:9]([C:10]([CH3:11])([CH3:12])[S:13][CH2:14][c:15]1[cH:16][cH:17][c:18]([O:21][CH3:22])[cH:19][cH:20]1)[C:23](=[O:24])[OH:25]. Reactants: COP(=O)(OC)CC=1C(=NC2=CC=CC=C2C1)C (3-(dimethylphosphonomethyl)-2-methylquinoline), C(C1=CC=CC=C1)(=O)OOC(C1=CC=CC=C1)=O (benzoylperoxide), BrN1C(CCC1=O)=O (N-bromosuccinimide). The solvent is C(Cl)(Cl)(Cl)Cl (carbon tetrachloride). Product: BrCC1=NC2=CC=CC=C2C=C1CP(=O)(OC)OC (2-bromomethyl-3-(dimethylphosphonomethyl)quinoline). Isolated yield 61.0%. RXN SMILES: [CH3:1][O:2][P:3]([CH2:7][C:8]1[C:9]([CH3:18])=[N:10][C:11]2[C:16]([CH:17]=1)=[CH:15][CH:14]=[CH:13][CH:12]=2)([O:5][CH3:6])=[O:4].C(OOC(=O)C1C=CC=CC=1)(=O)C1C=CC=CC=1.[Br:37]N1C(=O)CCC1=O>C(Cl)(Cl)(Cl)Cl>[Br:37][CH2:18][C:9]1[C:8]([CH2:7][P:3]([O:5][CH3:6])([O:2][CH3:1])=[O:4])=[CH:17][C:16]2[C:11](=[CH:12][CH:13]=[CH:14][CH:15]=2)[N:10]=1. Procedure details: A solution of the obtained 3-(dimethylphosphonomethyl)-2-methylquinoline (0.28 g, 1.0 mmol) in carbon tetrachloride (20 ml) was treated with benzoylperoxide (50 mg) followed by N-bromosuccinimide (0.20 g, 1.1 mmol). The reaction mixture was refluxed for 4 hours, filtered and concentrated in vacuo. The residue was flash chromatographed on silica gel with ethyl acetate as the eluent to give 0.21 g of 2-bromomethyl-3-(dimethylphosphonomethyl)quinoline. Yields the product BrC=1N=C(C=2N(C1)C=CN2)NC2=CC(=C(C(=C2)OC)OC)OC (6-bromo-N-(3,4,5-trimethoxyphenyl)imidazo[1,2-a]pyrazin-8-amine). Procedure: Preparation of 6-bromo-N-(3,4-dimethoxyphenyl)imidazo[1,2-a]pyrazin-8-amine (2) A mixture of 3,4-dimethoxyaniline (18.0 g, 118 mmol), 6,8-dibromoimidazo[1,2-a]pyrazine (25.0 g, 90.4 mmol), and N,N-diisopropylethylamine (11.7 g, 90.4 mmol) in DMF (500 mL) was stirred at 120° C. overnight. After this time, the reaction was cooled to room temperature and concentrated to approximately 100 mL under reduced pressure. The dark brown reaction mixture was poured into ice-cold water (300 mL) and stirred f... Reaction SMILES: [Br:1][C:2]1[N:3]=[C:4]([NH:11][C:12]2[CH:17]=[CH:16][C:15]([O:18][CH3:19])=[C:14]([O:20][CH3:21])[CH:13]=2)[C:5]2[N:6]([CH:8]=[CH:9][N:10]=2)[CH:7]=1.[CH3:22][O:23]C1C=C(C=CC=1OC)N.BrC1N=C(Br)C2N(C=CN=2)C=1.C(N(CC)C(C)C)(C)C>CN(C=O)C>[Br:1][C:2]1[N:3]=[C:4]([NH:11][C:12]2[CH:17]=[C:16]([O:23][CH3:22])[C:15]([O:18][CH3:19])=[C:14]([O:20][CH3:21])[CH:13]=2)[C:5]2[N:6]([CH:8]=[CH:9][N:10]=2)[CH:7]=1. Run at temperature 120 celsius, time 8 hour. Reactants: BrC=1N=C(C=2N(C1)C=CN2)NC2=CC(=C(C=C2)OC)OC (6-bromo-N-(3,4-dimethoxyphenyl)imidazo[1,2-a]pyrazin-8-amine), COC=1C=C(N)C=CC1OC (3,4-dimethoxyaniline), BrC=1N=C(C=2N(C1)C=CN2)Br (6,8-dibromoimidazo[1,2-a]pyrazine), C(C)(C)N(C(C)C)CC (N,N-diisopropylethylamine). The yield is 74.0%. Solvent: CN(C)C=O (DMF). As a reaction SMILES: [CH3:1][O:2][C:3]1[C:8]2[C:9](=[O:12])[O:10][CH2:11][C:7]=2[CH:6]=[C:5]([CH2:13][CH:14]=[O:15])[CH:4]=1.[BH4-].[Na+]>CO>[OH:15][CH2:14][CH2:13][C:5]1[CH:4]=[C:3]([O:2][CH3:1])[C:8]2[C:9](=[O:12])[O:10][CH2:11][C:7]=2[CH:6]=1 |f:1.2|. Reactants: COC1=CC(=CC2=C1C(OC2)=O)CC=O ((7-methoxy-1-oxo-1,3-dihydro-2-benzofuran-5-yl)acetaldehyde), [BH4-].[Na+] (sodium borohydride). Yields the product OCCC1=CC2=C(C(OC2)=O)C(=C1)OC (5-(2-hydroxyethyl)-7-methoxy-2-benzofuran-1(3H)-one). Run at time 1 hour. Reported procedure: A solution of (7-methoxy-1-oxo-1,3-dihydro-2-benzofuran-5-yl)acetaldehyde (0.12 g, 0.58 mmol) was treated with sodium borohydride (0.05 g, 1.45 mmol) and methanol (10 mL); the resulting mixture was stirred at room temperature for 1 h. The solution was concentrated to dryness, dissolved in EtOAc and washed with water, dried (Na2SO4), filtered and concentrated in vacuo to give 5-(2-hydroxyethyl)-7-methoxy-2-benzofuran-1(3H)-one. LC/MS: [(M+1)]+=209. Run in CO (methanol).